Dataset: the Open Reaction Database (ORD), a public repository of structured organic reaction records. Task: describe an organic reaction: reactants, conditions, products, and yield Starting materials: ClC=1N=C(C2=C(N1)C=CC(=N2)CC2CCN(CC2)C(=O)OC(C)(C)C)N2CCOCC2 (tert-butyl 4-((2-chloro-4-morpholinopyrido[3,2-d]pyrimidin-6-yl)methyl)piperidine-1-carboxylate), [Si](C)(C)(C(C)(C)C)N1C=CC2=C(C(=CC=C12)F)B1OC(C(O1)(C)C)(C)C (1-(tert-butyldimethylsilyl)-5-fluoro-4-(4,4,5,5-tetramethyl-1,3,2-dioxaborolan-2-yl)-1H-indole). Product: FC=1C(=C2C=CNC2=CC1)C=1N=C(C2=C(N1)C=CC(=N2)CC2CCN(CC2)C(=O)OC(C)(C)C)N2CCOCC2 (tert-butyl 4-((2-(5-fluoro-1H-indol-4-yl)-4-morpholinopyrido[3,2-d]pyrimidin-6-yl)methyl)piperidine-1-carboxylate). RXN SMILES: Cl[C:2]1[N:3]=[C:4]([N:26]2[CH2:31][CH2:30][O:29][CH2:28][CH2:27]2)[C:5]2[N:11]=[C:10]([CH2:12][CH:13]3[CH2:18][CH2:17][N:16]([C:19]([O:21][C:22]([CH3:25])([CH3:24])[CH3:23])=[O:20])[CH2:15][CH2:14]3)[CH:9]=[CH:8][C:6]=2[N:7]=1.[Si]([N:39]1[C:47]2[C:42](=[C:43](B3OC(C)(C)C(C)(C)O3)[C:44]([F:48])=[CH:45][CH:46]=2)[CH:41]=[CH:40]1)(C(C)(C)C)(C)C>>[F:48][C:44]1[C:43]([C:2]2[N:3]=[C:4]([N:26]3[CH2:31][CH2:30][O:29][CH2:28][CH2:27]3)[C:5]3[N:11]=[C:10]([CH2:12][CH:13]4[CH2:18][CH2:17][N:16]([C:19]([O:21][C:22]([CH3:25])([CH3:24])[CH3:23])=[O:20])[CH2:15][CH2:14]4)[CH:9]=[CH:8][C:6]=3[N:7]=2)=[C:42]2[C:47](=[CH:46][CH:45]=1)[NH:39][CH:40]=[CH:41]2. Procedure details: tert-butyl 4-((2-chloro-4-morpholinopyrido[3,2-d]pyrimidin-6-yl)methyl)piperidine-1-carboxylate (0.2 g) was reacted with 1-(tert-butyldimethylsilyl)-5-fluoro-4-(4,4,5,5-tetramethyl-1,3,2-dioxaborolan-2-yl)-1H-indole via General Procedure A and purified via reverse phase hplc to produce 57.5 mg of 137. MS (Q1) 547.3 (M)+ The yield is 56.3%. Procedure details: A mixture of methyl acetoacetate (11.6 g, 100 mmol), allyl bromide (12.1 g, 100 mmol) and potassium carbonate (13.8 g, 100 mmol) in acetone (70 mL) is heated under reflux for 18 hours. The mixture is filtered and the filtrate is evaporated. The residue is chromatographed on silica gel (15:1 hexane:ethyl acetate) to give methyl 3-oxo-2-(1-propen-3-yl)butanoate (8.8 g, 47%): 1H-NMR (300 MHz, CDCl3) δ (TMS) 2.22 (s, 3H), 2.58 (t, 2H), 3.54 (t, 1H), 3.72 (s, 3H), 4.90-5.12(m, 2H), 5.60-5.82 (m, 1H). Reaction SMILES: [C:1]([O:7][CH3:8])(=[O:6])[CH2:2][C:3]([CH3:5])=[O:4].[CH2:9](Br)[CH:10]=[CH2:11].C(=O)([O-])[O-].[K+].[K+]>CC(C)=O>[O:4]=[C:3]([CH3:5])[CH:2]([CH2:11][CH:10]=[CH2:9])[C:1]([O:7][CH3:8])=[O:6] |f:2.3.4|. The reactants are C(CC(=O)C)(=O)OC (methyl acetoacetate), C(C=C)Br (allyl bromide), C([O-])([O-])=O.[K+].[K+] (potassium carbonate). The solvent is CC(=O)C (acetone). Product: O=C(C(C(=O)OC)CC=C)C (methyl 3-oxo-2-(1-propen-3-yl)butanoate). The reactants are C(C)N(CCOC1=CC=C(C=O)C=C1)CC (4-(2-(diethylamino)ethoxy)benzaldehyde), NC1=CC=C(C2=CC=CC=C12)Cl (1-amino-4-chloronaphthalene), [BH4-].[Na+] (sodium borohydride). The reagents and catalysts are O.C1(=CC=C(C=C1)S(=O)(=O)O)C (p-toluenesulfonic acid monohydrate). Solvent: C1(=CC=CC=C1)C (toluene), CO (methanol). Run at time 18 hour. Yields the product ClC1=CC=C(C2=CC=CC=C12)NCC1=CC=C(OCCN(CC)CC)C=C1 ((2-(4-(((4-chloronaphthyl)amino)methyl)phenoxy)ethyl)diethylamine). Yield: 2089.2%. Reaction SMILES: [CH2:1]([N:3]([CH2:15][CH3:16])[CH2:4][CH2:5][O:6][C:7]1[CH:14]=[CH:13][C:10]([CH:11]=O)=[CH:9][CH:8]=1)[CH3:2].[NH2:17][C:18]1[C:27]2[C:22](=[CH:23][CH:24]=[CH:25][CH:26]=2)[C:21]([Cl:28])=[CH:20][CH:19]=1.[BH4-].[Na+]>O.C1(C)C=CC(S(O)(=O)=O)=CC=1.C1(C)C=CC=CC=1.CO>[Cl:28][C:21]1[C:22]2[C:27](=[CH:26][CH:25]=[CH:24][CH:23]=2)[C:18]([NH:17][CH2:11][C:10]2[CH:13]=[CH:14][C:7]([O:6][CH2:5][CH2:4][N:3]([CH2:15][CH3:16])[CH2:1][CH3:2])=[CH:8][CH:9]=2)=[CH:19][CH:20]=1 |f:2.3,4.5|. Procedure: A stirred solution of 0.2 gram (0.0001 mole) of 4-(2-(diethylamino)ethoxy)benzaldehyde (prepared in the manner of Step A, Example 3), 0.22 gram (0.0001 mole) of 1-amino-4-chloronaphthalene (available from Aldrich Chemical Company), and one drop of p-toluenesulfonic acid monohydrate (available from Aldrich Chemical Company) in 5 mL of toluene was heated at reflux for ten hours. At the conclusion of this period, the reaction mixture was concentrated under reduced pressure, yielding a residue. The ... Reactants: N1C=CC2=CC=C(C=C12)N1CCN(CC1)C(=O)OC(C)(C)C (tert-Butyl 4-(1H-indol-6-yl)piperazine-1-carboxylate), CC(C)([O-])C.[Na+] (sodium tert-butoxide), Cl.BrC1=CC=NC=C1 (4-bromopyridine hydrochloride). Reagents/catalysts: [C].[Pd] (palladium-carbon), C1(=CC=CC=C1)P(C1=C(C2=CC=CC=C2C=C1)C1=C(C=CC2=CC=CC=C12)P(C1=CC=CC=C1)C1=CC=CC=C1)C1=CC=CC=C1 (2,2′-bis(diphenylphosphino)-1,1′-binaphthyl). The solvent is C1(=CC=CC=C1)C (toluene). Reaction conditions: temperature 100 celsius, time 24 hour. Yields the product N1=CC=C(C=C1)N1C=CC2=CC=C(C=C12)N1CCN(CC1)C(=O)OC(C)(C)C (tert-butyl 4-(1-(pyridin-4-yl)-1H-indol-6-yl)piperazine-1-carboxylate). Isolated yield 58.7%. RXN SMILES: [NH:1]1[C:9]2[C:4](=[CH:5][CH:6]=[C:7]([N:10]3[CH2:15][CH2:14][N:13]([C:16]([O:18][C:19]([CH3:22])([CH3:21])[CH3:20])=[O:17])[CH2:12][CH2:11]3)[CH:8]=2)[CH:3]=[CH:2]1.CC(C)([O-])C.[Na+].Cl.Br[C:31]1[CH:36]=[CH:35][N:34]=[CH:33][CH:32]=1>[C].[Pd].C1(P(C2C=CC=CC=2)C2C=CC3C(=CC=CC=3)C=2C2C3C(=CC=CC=3)C=CC=2P(C2C=CC=CC=2)C2C=CC=CC=2)C=CC=CC=1.C1(C)C=CC=CC=1>[N:34]1[CH:35]=[CH:36][C:31]([N:1]2[C:9]3[C:4](=[CH:5][CH:6]=[C:7]([N:10]4[CH2:11][CH2:12][N:13]([C:16]([O:18][C:19]([CH3:22])([CH3:21])[CH3:20])=[O:17])[CH2:14][CH2:15]4)[CH:8]=3)[CH:3]=[CH:2]2)=[CH:32][CH:33]=1 |f:1.2,3.4,5.6|. Procedure details: tert-Butyl 4-(1H-indol-6-yl)piperazine-1-carboxylate (500 mg, 1.66 mmol), sodium tert-butoxide (447 mg, 4.65 mmol), 4-bromopyridine hydrochloride (355 mg, 1.83 mmol) and toluene (11 mL) were sequentially acted to a reactor. Then, the gas dissolved in the mixture was removed using ultrasonic waves and nitrogen gas. After adding 10% (w/w) palladium-carbon (Pd—C, 177 mg, 0.083 mmol) and 2,2′-bis(diphenylphosphino)-1,1′-binaphthyl (BINAP; 52 mg, 0.083 mmol), the mixture was stirred at 100° C. for 24... Reactants: O=C([O-])O, CO, [Na+], O=C(O)c1ccc2c(c1)CCO2, O=S(=O)(O)O. Product: COC(=O)c1ccc2c(c1)CCO2. As a reaction SMILES: [C:18](=[O:19])([OH:20])[O-:21].[CH3:23][OH:24].[Na+:22].[O:1]1[CH2:2][CH2:3][c:4]2[c:5]1[cH:6][cH:7][c:8]([C:10](=[O:11])[OH:12])[cH:9]2.[S:13](=[O:14])(=[O:15])([OH:16])[OH:17]>>[O:1]1[CH2:2][CH2:3][c:4]2[c:5]1[cH:6][cH:7][c:8]([C:10](=[O:11])[O:12][CH3:18])[cH:9]2. Starting materials: CCOC(=O)CCNS(=O)(=O)c1cnc(NC(=O)N(CC2CCCC2)c2ccc(S(C)(=O)=O)cc2)s1, CCOC(=O)CCNS(=O)(=O)c1cnc(N)s1, COC(=O)C1CCCN1S(=O)(=O)c1cnc(N)s1, CS(=O)(=O)c1ccc(N(CC2CCCC2)C(=O)Nc2nc(CC(=O)O)cs2)cc1, CS(=O)(=O)c1ccc(NCC2CCCC2)cc1. Product: CS(=O)(=O)c1ccc(N(CC2CCCC2)C(=O)Nc2ncc(S(=O)(=O)NCCC(=O)O)s2)cc1. RXN SMILES: [CH2:1]([CH3:2])[O:3][C:4]([CH2:5][CH2:6][NH:7][S:8](=[O:9])(=[O:10])[c:11]1[cH:12][n:13][c:14]([NH:16][C:17](=[O:18])[N:19]([c:20]2[cH:21][cH:22][c:23]([S:26](=[O:27])(=[O:28])[CH3:29])[cH:24][cH:25]2)[CH2:30][CH:31]2[CH2:32][CH2:33][CH2:34][CH2:35]2)[s:15]1)=[O:36].[CH2:83]([O:84][C:85](=[O:86])[CH2:87][CH2:88][NH:89][S:90]([c:91]1[s:92][c:93]([NH2:94])[n:95][cH:96]1)(=[O:97])=[O:98])[CH3:99].[CH3:100][O:101][C:102]([CH:103]1[CH2:104][CH2:105][CH2:106][N:107]1[S:108]([c:109]1[s:110][c:111]([NH2:112])[n:113][cH:114]1)(=[O:115])=[O:116])=[O:117].[CH:37]1([CH2:38][N:39]([c:40]2[cH:41][cH:42][c:43]([S:44]([CH3:45])(=[O:46])=[O:47])[cH:48][cH:49]2)[C:50](=[O:51])[NH:52][c:53]2[s:54][cH:55][c:56]([CH2:57][C:58]([OH:59])=[O:60])[n:61]2)[CH2:62][CH2:63][CH2:64][CH2:65]1.[CH:66]1([CH2:67][NH:68][c:69]2[cH:70][cH:71][c:72]([S:73]([CH3:74])(=[O:75])=[O:76])[cH:77][cH:78]2)[CH2:79][CH2:80][CH2:81][CH2:82]1>>[O:3]=[C:4]([CH2:5][CH2:6][NH:7][S:8](=[O:9])(=[O:10])[c:11]1[cH:12][n:13][c:14]([NH:16][C:17](=[O:18])[N:19]([c:20]2[cH:21][cH:22][c:23]([S:26](=[O:27])(=[O:28])[CH3:29])[cH:24][cH:25]2)[CH2:30][CH:31]2[CH2:32][CH2:33][CH2:34][CH2:35]2)[s:15]1)[OH:36].